Dataset: the Open Reaction Database (ORD), a public repository of structured organic reaction records. Task: describe an organic reaction: reactants, conditions, products, and yield Reactants: 5.c, Cl (HCl), C(C)(C)(C)C1=CC=C(C=C1)C1(OCCO1)CCCOCCC1=CC=CC=C1 (2-(4-tert-butylphenyl)-2-[3-(2-phenylethoxy)propyl]-1,3-dioxolane). Solvent: C1CCOC1 (THF). Yields the product C(C)(C)(C)C1=CC=C(C=C1)C(CCCOCCC1=CC=CC=C1)=O (1-(4-tert-butylphenyl)-4-(2-phenylethoxy)-1-butanone). The yield is 101.0%. RXN SMILES: Cl.[C:2]([C:6]1[CH:11]=[CH:10][C:9]([C:12]2([CH2:17][CH2:18][CH2:19][O:20][CH2:21][CH2:22][C:23]3[CH:28]=[CH:27][CH:26]=[CH:25][CH:24]=3)OCC[O:13]2)=[CH:8][CH:7]=1)([CH3:5])([CH3:4])[CH3:3]>C1COCC1>[C:2]([C:6]1[CH:11]=[CH:10][C:9]([C:12](=[O:13])[CH2:17][CH2:18][CH2:19][O:20][CH2:21][CH2:22][C:23]2[CH:24]=[CH:25][CH:26]=[CH:27][CH:28]=2)=[CH:8][CH:7]=1)([CH3:5])([CH3:3])[CH3:4]. Procedure: This compound was synthesized as described under 5.c) with 2 ml of HCl (1N) and 2.00 g (5.4 mmol) of 2-(4-tert-butylphenyl)-2-[3-(2-phenylethoxy)propyl]-1,3-dioxolane obtained under b) in 50 ml of THF to give 1.77 g (99%) of a yellow oil.